Dataset: the Open Reaction Database (ORD), a public repository of structured organic reaction records. Task: describe an organic reaction: reactants, conditions, products, and yield Starting materials: [Mg] (magnesium), BrC(C)Br (dibromoethane), C(C)C1=C(C(=CC(=C1)CC)CC)Br (1,3,5-triethylbromobenzene). Solvent: O1CCCC1 (tetrahydrofuran), O1CCCC1 (tetrahydrofuran), O1CCCC1 (tetrahydrofuran). Run at temperature 30 celsius, time 30 minute. Yields the product C(C)C1(CC(=CC(=C1)CC)CC)[Mg]Br (1,3,5-triethylphenylmagnesium bromide). RXN SMILES: [Mg:1].[Br:2]C(Br)C.[CH2:6]([C:8]1[CH:13]=[C:12]([CH2:14][CH3:15])[CH:11]=[C:10]([CH2:16][CH3:17])[C:9]=1Br)[CH3:7]>O1CCCC1>[CH2:14]([C:12]1([Mg:1][Br:2])[CH:13]=[C:8]([CH2:6][CH3:7])[CH:9]=[C:10]([CH2:16][CH3:17])[CH2:11]1)[CH3:15]. Reported procedure: To a 3 L volume four-necked flask, magnesium (cutting chip) (51.4 g) and tetrahydrofuran (anhydrous) (250 ml) were added under a nitrogen atmosphere. After the temperature of the mixture was raised to about 30° C., dibromoethane (17.3 g) was added dropwise. The resulting mixture was stirred for 30 minutes. To the mixture, 1,3,5-triethylbromobenzene (10-b) (443.5 g) dissolved in tetrahydrofuran (250 ml) was added dropwise over 2 hours. The mixture was stirred at 50° C. for 1 hour, and cooled to r... The reactants are N1(CCC(=CCC1)C(=O)OCC)C(=O)OCC1=CC=CC=C1 (1-benzyl 4-ethyl 2,3,6,7-tetrahydro-1H-azepine-1,4-dicarboxylate), CCN(C(C)C)C(C)C (DIPEA), ClC(=O)OCC1=CC=CC=C1 (benzyl chloroformate). The reagents and catalysts are [Pd] (Pd/C). Run in ClCCl (dichloromethane), C1CCOC1 (THF), ClCCl (dichloromethane). Reaction conditions: temperature 0 celsius, time 1 hour. The product is N1(CCC(CCC1)C(=O)OCC)C(=O)OCC1=CC=CC=C1 (1-benzyl 4-ethyl azepane-1,4-dicarboxylate). Yield: 58.2%. RXN SMILES: [N:1]1([C:13]([O:15][CH2:16][C:17]2[CH:22]=[CH:21][CH:20]=[CH:19][CH:18]=2)=[O:14])[CH2:7][CH2:6][CH:5]=[C:4]([C:8]([O:10][CH2:11][CH3:12])=[O:9])[CH2:3][CH2:2]1.CCN(C(C)C)C(C)C.ClC(OCC1C=CC=CC=1)=O>C1COCC1.ClCCl.[Pd]>[N:1]1([C:13]([O:15][CH2:16][C:17]2[CH:18]=[CH:19][CH:20]=[CH:21][CH:22]=2)=[O:14])[CH2:7][CH2:6][CH2:5][CH:4]([C:8]([O:10][CH2:11][CH3:12])=[O:9])[CH2:3][CH2:2]1. Procedure details: A solution of 1-benzyl 4-ethyl 2,3,6,7-tetrahydro-1H-azepine-1,4-dicarboxylate (890 mg, 2.93 mmol) and 5% Pd/C (90 mg) in THF (70 ml) were stirred under a hydrogen atmosphere for 12 hours. The mixture was then filtered over celite and concentrated giving colourless oil. This was dissolved in dichloromethane (10 ml), cooled to 0° C. and DIPEA (1.02 ml, 5.86 mmol) followed by benzyl chloroformate (0.45 ml, 3.22 mmol) were added. On complete addition the reaction was raised to room temperature and ... Reactants: NC1=C(C(=NC2=CC=CC(=C12)OCC(C(=O)O)(C)C)C)C(=O)OCC (3-((4-amino-3-(ethoxycarbonyl)-2-methylquinolin-5-yl)oxy)-2,2-dimethylpropanoic acid), COC1=CC=C(C=C1)CN ((4-methoxyphenyl)methanamine). Product: NC1=C(C(=NC2=CC=CC(=C12)OCC(C(=O)NCC1=CC=C(C=C1)OC)(C)C)C)C(=O)OCC (ethyl 4-amino-5-(3-((4-methoxybenzyl)amino)-2,2-dimethyl-3-oxopropoxy)-2-methylquinoline-3-carboxylate). RXN SMILES: [NH2:1][C:2]1[C:11]2[C:6](=[CH:7][CH:8]=[CH:9][C:10]=2[O:12][CH2:13][C:14]([CH3:19])([CH3:18])[C:15](O)=[O:16])[N:5]=[C:4]([CH3:20])[C:3]=1[C:21]([O:23][CH2:24][CH3:25])=[O:22].[CH3:26][O:27][C:28]1[CH:33]=[CH:32][C:31]([CH2:34][NH2:35])=[CH:30][CH:29]=1>>[NH2:1][C:2]1[C:11]2[C:6](=[CH:7][CH:8]=[CH:9][C:10]=2[O:12][CH2:13][C:14]([CH3:19])([CH3:18])[C:15]([NH:35][CH2:34][C:31]2[CH:32]=[CH:33][C:28]([O:27][CH3:26])=[CH:29][CH:30]=2)=[O:16])[N:5]=[C:4]([CH3:20])[C:3]=1[C:21]([O:23][CH2:24][CH3:25])=[O:22]. Procedure details: Prepared as in Example 24a from 3-((4-amino-3-(ethoxycarbonyl)-2-methylquinolin-5-yl)oxy)-2,2-dimethylpropanoic acid (Example 47b) and (4-methoxyphenyl)methanamine as a yellow solid (100%). MS 466 (MH+). Reactants: C(C=C)N1C(=NC2=C1C=CC=C2)OC2=C1CC[C@@H](NC1=CC=C2Br)C ((S)-5-(1-allyl-1H-benzo[d]imidazol-2-yloxy)-6-bromo-2-methyl-1,2,3,4-tetrahydroquinoline), C1(CC1)N1N=CC(=C1)B1OC(C(O1)(C)C)(C)C (1-cyclopropyl-4-(4,4,5,5-tetramethyl-1,3,2-dioxaborolan-2-yl)-1H-pyrazole), C([O-])([O-])=O.[K+].[K+] (potassium carbonate). The reagents and catalysts are C1=CC=C(C=C1)P([C-]2C=CC=C2)C3=CC=CC=C3.C1=CC=C(C=C1)P([C-]2C=CC=C2)C3=CC=CC=C3.Cl[Pd]Cl.[Fe+2].ClCCl ([1,1′-bis(diphenylphosphino)ferrocene]dichloropalladium(II) dichloromethane). The solvent is O1CCOCC1 (1,4-dioxane), O (water). Reaction conditions: temperature 100 celsius, time 3 hour. The product is C1(CC1)N1N=CC(=C1)C=1C(=C2CC[C@@H](NC2=CC1)C)OC1=NC2=C(N1C=CC)C=CC=C2 ((S)-6-(1-cyclopropyl-1H-pyrazol-4-yl)-2-methyl-5-((1-(prop-1-en-1-yl)-1H-benzo[d]imidazol-2-yl)oxy)-1,2,3,4-tetrahydroquinoline). Isolated yield 85.9%. RXN SMILES: [CH2:1]([N:4]1[C:8]2[CH:9]=[CH:10][CH:11]=[CH:12][C:7]=2[N:6]=[C:5]1[O:13][C:14]1[C:23](Br)=[CH:22][CH:21]=[C:20]2[C:15]=1[CH2:16][CH2:17][C@H:18]([CH3:25])[NH:19]2)[CH:2]=[CH2:3].[CH:26]1([N:29]2[CH:33]=[C:32](B3OC(C)(C)C(C)(C)O3)[CH:31]=[N:30]2)[CH2:28][CH2:27]1.C(=O)([O-])[O-].[K+].[K+]>O1CCOCC1.O.C1C=CC(P(C2C=CC=CC=2)[C-]2C=CC=C2)=CC=1.C1C=CC(P(C2C=CC=CC=2)[C-]2C=CC=C2)=CC=1.Cl[Pd]Cl.[Fe+2].ClCCl>[CH:26]1([N:29]2[CH:33]=[C:32]([C:23]3[C:14]([O:13][C:5]4[N:4]([CH:1]=[CH:2][CH3:3])[C:8]5[CH:9]=[CH:10][CH:11]=[CH:12][C:7]=5[N:6]=4)=[C:15]4[C:20](=[CH:21][CH:22]=3)[NH:19][C@@H:18]([CH3:25])[CH2:17][CH2:16]4)[CH:31]=[N:30]2)[CH2:28][CH2:27]1 |f:2.3.4,7.8.9.10.11|. Reported procedure: A mixture of (S)-5-(1-allyl-1H-benzo[d]imidazol-2-yloxy)-6-bromo-2-methyl-1,2,3,4-tetrahydroquinoline (0.115 g, 0.29 mmol), 1-cyclopropyl-4-(4,4,5,5-tetramethyl-1,3,2-dioxaborolan-2-yl)-1H-pyrazole (0.269 g, 1.15 mmol), potassium carbonate (0.118 g, 0.85 mmol), and [1,1′-bis(diphenylphosphino)ferrocene]dichloropalladium(II) dichloromethane adduct (0.023 g, 0.03 mmol) in 1,4-dioxane (10 mL) and water (3 mL) stirred for 3 h at 100° C. The reaction mixture was cooled to room temperature, filtered t... The reactants are O=C([O-])[O-], Nc1ncnc2c1c(I)cn2C1CCC1, [Na+], [Na+], CN(C)C=O, CC1(C)CB(c2ccc3ccc(-c4ccccc4)nc3c2)OC1(C)C, c1ccc(P(c2ccccc2)(c2ccccc2)[Pd](P(c2ccccc2)(c2ccccc2)c2ccccc2)(P(c2ccccc2)(c2ccccc2)c2ccccc2)P(c2ccccc2)(c2ccccc2)c2ccccc2)cc1. Yields the product Nc1ncnc2c1c(-c1ccc3ccc(-c4ccccc4)nc3c1)cn2C1CCC1. As a reaction SMILES: [C:41](=[O:42])([O-:43])[O-:44].[CH:1]1([n:5]2[cH:6][c:7]([I:15])[c:8]3[c:9]2[n:10][cH:11][n:12][c:13]3[NH2:14])[CH2:2][CH2:3][CH2:4]1.[Na+:45].[Na+:46].[O:47]=[CH:48][N:49]([CH3:50])[CH3:51].[c:16]1(-[c:22]2[n:23][c:24]3[cH:25][c:26]([B:32]4[O:33][C:34]([CH3:35])([CH3:36])[C:37]([CH3:38])([CH3:39])[CH2:40]4)[cH:27][cH:28][c:29]3[cH:30][cH:31]2)[cH:17][cH:18][cH:19][cH:20][cH:21]1.[cH:52]1[cH:53][cH:54][c:55]([P:56]([Pd:57]([P:58]([c:59]2[cH:60][cH:61][cH:62][cH:63][cH:64]2)([c:65]2[cH:66][cH:67][cH:68][cH:69][cH:70]2)[c:71]2[cH:72][cH:73][cH:74][cH:75][cH:76]2)([P:77]([c:78]2[cH:79][cH:80][cH:81][cH:82][cH:83]2)([c:84]2[cH:85][cH:86][cH:87][cH:88][cH:89]2)[c:90]2[cH:91][cH:92][cH:93][cH:94][cH:95]2)[P:96]([c:97]2[cH:98][cH:99][cH:100][cH:101][cH:102]2)([c:103]2[cH:104][cH:105][cH:106][cH:107][cH:108]2)[c:109]2[cH:110][cH:111][cH:112][cH:113][cH:114]2)([c:115]2[cH:116][cH:117][cH:118][cH:119][cH:120]2)[c:121]2[cH:122][cH:123][cH:124][cH:125][cH:126]2)[cH:127][cH:128]1>>[CH:1]1([n:5]2[cH:6][c:7](-[c:26]3[cH:25][c:24]4[n:23][c:22](-[c:16]5[cH:17][cH:18][cH:19][cH:20][cH:21]5)[cH:31][cH:30][c:29]4[cH:28][cH:27]3)[c:8]3[c:9]2[n:10][cH:11][n:12][c:13]3[NH2:14])[CH2:2][CH2:3][CH2:4]1.